From a dataset of the Open Reaction Database (ORD), a public repository of structured organic reaction records. describe an organic reaction: reactants, conditions, products, and yield The reactants are O (Water), BrC1=NC=CC=C1 (2-bromopyridine), NCC(=O)C1=CC=CC=C1.Cl (2-aminoacetophenone•HCl), [Li]C(C)(C)C (t-BuLi). The solvent is C1CCOC1 (THF). Reaction conditions: time 30 minute. Yields the product NCC(O)(C1=NC=CC=C1)C1=CC=CC=C1 (2-amino-1-phenyl-1-(pyridin-2-yl)ethanol). Reaction SMILES: Br[C:2]1[CH:7]=[CH:6][CH:5]=[CH:4][N:3]=1.[Li]C(C)(C)C.[NH2:13][CH2:14][C:15]([C:17]1[CH:22]=[CH:21][CH:20]=[CH:19][CH:18]=1)=[O:16].Cl.O>C1COCC1>[NH2:13][CH2:14][C:15]([C:17]1[CH:22]=[CH:21][CH:20]=[CH:19][CH:18]=1)([C:2]1[CH:7]=[CH:6][CH:5]=[CH:4][N:3]=1)[OH:16] |f:2.3|. Reported procedure: To a cold (−78° C.), stirred solution of 2-bromopyridine (0.38 mL, 4.0 mmol) in THF (40 mL) under Ar was added dropwise t-BuLi (5.2 mL, 8.8 mmol). After 30 min, 2-aminoacetophenone•HCl (687 mg, 4.00 mmol) was added as a solid in one portion. The reaction was allowed to slowly warm to RT as the bath warmed. Water was added and the reaction mixture was extracted with EtOAc, dried (MgSO4), filtered and concentrated to afford a solid. Purification by flash chromatography afforded 68 mg as an oil: 1H...